The task is: describe an organic reaction: reactants, conditions, products, and yield. This data is from the Open Reaction Database (ORD), a public repository of structured organic reaction records. Starting materials: COC(=O)c1cc(Br)c(=O)n(C2CCCC2)c1, CO. The product is COC(=O)c1ccc(=O)n(C2CCCC2)c1. As a reaction SMILES: [Br:1][c:2]1[cH:3][c:4]([C:14](=[O:15])[O:16][CH3:17])[cH:5][n:6]([CH:9]2[CH2:10][CH2:11][CH2:12][CH2:13]2)[c:7]1=[O:8].[CH3:18][OH:19]>>[cH:2]1[cH:3][c:4]([C:14](=[O:15])[O:16][CH3:17])[cH:5][n:6]([CH:9]2[CH2:10][CH2:11][CH2:12][CH2:13]2)[c:7]1=[O:8]. The reactants are [OH-].[K+] (KOH), C(C)(C)(C)[C@@H]1O[C@](C(O1)=O)(C1=CC=CC=C1)C1=CCCC1 ((2R,5S)-2-t-Butyl-5-cyclopent-1-enyl-5-phenyl-1,3-dioxolan-4-one), CO (MeOH), [Cl-].[NH4+] (ammonium chloride), O (Water). Conditions: temperature 130 celsius. Product: C1(=CCCC1)[C@@](C(=O)O)(C1=CC=CC=C1)O ((S)-Cyclopent-1-enyl-hydroxyphenyl acetic acid). The yield is 69.9%. RXN SMILES: C([C@H]1[O:9][C:8](=[O:10])[C@:7]([C:17]2[CH2:21][CH2:20][CH2:19][CH:18]=2)([C:11]2[CH:16]=[CH:15][CH:14]=[CH:13][CH:12]=2)[O:6]1)(C)(C)C.CO.O.[OH-].[K+].[Cl-].[NH4+]>>[C:17]1([C@:7]([OH:6])([C:11]2[CH:12]=[CH:13][CH:14]=[CH:15][CH:16]=2)[C:8]([OH:10])=[O:9])[CH2:21][CH2:20][CH2:19][CH:18]=1 |f:3.4,5.6|. Reported procedure: Intermediate (1c) (540 mg, 1.9 mmol) was dissolved in MeOH (927 μL, 22.9 mmol). Water (1.84 mL, 102 mmol) was added, followed by the addition of KOH (1.1 g, 18.8 mmol). The mixture was refluxed at 130° C. for 3 hours, followed by dilution to 250 mL with saturated ammonium chloride, then washed (2×100 mL hexane). The remaining aqueous emulsion was washed (2×250 mL EtOAc). The EtOAc layers were combined, washed with 50 mL saturated aqueous NaCl, dried over Na2SO4, filtered and concentrated to yiel... The reactants are C(C1=CC=CC=C1)N1CC2CN(CC(C1)C2=O)CC2=CC=CC=C2 (3,7-Dibenzyl-3,7-diazabicyclo[3.3.1]nonane-9-one), C[Mg]Cl (methyl magnesium chloride). Solvent: C(C)OCC (diethyl ether), C(C)OCC (diethyl ether). Conditions: time 20 minute. Yields the product C(C1=CC=CC=C1)N1CC2CN(CC(C1)C2(C)O)CC2=CC=CC=C2 (3,7-Dibenzyl-9-hydroxy-9-methyl-3,7-diazabicyclo[3.3.1]nonane). Isolated yield 60.0%. RXN SMILES: [CH2:1]([N:8]1[CH2:15][CH:14]2[C:16](=[O:17])[CH:10]([CH2:11][N:12]([CH2:18][C:19]3[CH:24]=[CH:23][CH:22]=[CH:21][CH:20]=3)[CH2:13]2)[CH2:9]1)[C:2]1[CH:7]=[CH:6][CH:5]=[CH:4][CH:3]=1.[CH3:25][Mg]Cl>C(OCC)C>[CH2:18]([N:12]1[CH2:11][CH:10]2[C:16]([OH:17])([CH3:25])[CH:14]([CH2:15][N:8]([CH2:1][C:2]3[CH:3]=[CH:4][CH:5]=[CH:6][CH:7]=3)[CH2:9]2)[CH2:13]1)[C:19]1[CH:24]=[CH:23][CH:22]=[CH:21][CH:20]=1. Procedure details: A solution of 3,7-dibenzyl-3,7-diazabicyclo[3.3.1]nonane-9-one (from step (i) above; 2.05 g; 6.4 mmol) in diethyl ether (15 mL) was added to a stirred solution of methyl magnesium chloride (12.8 mmol) in diethyl ether (8 mL) over 80 minutes. The reaction mixture was subsequently stirred for 20 minutes and then quenched with HCl (1 M). The aqueous layer was separated, concentrated and partitioned between EtOAc and NaOH (2 M). The organic layer was separated and subsequently treated with ion excha... Starting materials: IC1=NC=C(C=C1)Br (2-Iodo-5-bromopyridine), C(=C)(C)B1OC(C)(C)C(C)(C)O1 (isopropenylboronic acid pinacol ester), P(=O)([O-])([O-])[O-].[K+].[K+].[K+] (potassium phosphate). The reagents and catalysts are C1=CC=C(C=C1)P([C-]2C=CC=C2)C3=CC=CC=C3.C1=CC=C(C=C1)P([C-]2C=CC=C2)C3=CC=CC=C3.Cl[Pd]Cl.[Fe+2] (PdCl2(dppf)). The solvent is COCCOC (DME), O (water). Run at temperature 80 celsius, time 3 hour. Yields the product BrC=1C=CC(=NC1)C(=C)C (5-Bromo-2-isopropenyl-pyridine), product. Reaction SMILES: I[C:2]1[CH:7]=[CH:6][C:5]([Br:8])=[CH:4][N:3]=1.[C:9](B1OC(C)(C)C(C)(C)O1)([CH3:11])=[CH2:10].P([O-])([O-])([O-])=O.[K+].[K+].[K+]>COCCOC.O.C1C=CC(P(C2C=CC=CC=2)[C-]2C=CC=C2)=CC=1.C1C=CC(P(C2C=CC=CC=2)[C-]2C=CC=C2)=CC=1.Cl[Pd]Cl.[Fe+2]>[Br:8][C:5]1[CH:6]=[CH:7][C:2]([C:9]([CH3:11])=[CH2:10])=[N:3][CH:4]=1 |f:2.3.4.5,8.9.10.11|. Procedure: 5-Bromo-2-isopropenyl-pyridine was prepared according to the scheme shown in FIG. 9. In the sealed round bottom flask, 2-Iodo-5-bromopyridine (4.34 g, 15.3 mmol), isopropenylboronic acid pinacol ester (2.57 g, 15.3 mmol), PdCl2(dppf) (1.87 g, 2.3 mmol) and potassium phosphate (8.2 g, 38 mmol) were dissolved in 25 mL DME and 8 mL water. The resulting solution was stirred at 80° C. for 3 hours and was then cooled down to room temperature. After separation, the aqueous phase was extracted with EtOA...